From a dataset of the Open Reaction Database (ORD), a public repository of structured organic reaction records. describe an organic reaction: reactants, conditions, products, and yield Starting materials: COC=1C=C2C(=CNC2=CC1)CCN1C(C(NCC1)CC(=O)OCC)=O (Ethyl 4-[2-(5-methoxy-1H-indol-3-yl)-ethyl]-3-oxo-2-piperazine acetate), C(C1=CC=CC=C1)(=O)Cl (benzoyl chloride). Solvent: C(C)N(CC)CC (triethylamine). Product: C(C1=CC=CC=C1)(=O)N1C(C(N(CC1)CCC1=CNC2=CC=C(C=C12)OC)=O)CC(=O)OCC (Ethyl 1-benzoyl-4-[2-(5-methoxy-1H-indol-3-yl)-ethyl]-3-oxo-2-piperazine acetate). As a reaction SMILES: [CH3:1][O:2][C:3]1[CH:4]=[C:5]2[C:9](=[CH:10][CH:11]=1)[NH:8][CH:7]=[C:6]2[CH2:12][CH2:13][N:14]1[CH2:19][CH2:18][NH:17][CH:16]([CH2:20][C:21]([O:23][CH2:24][CH3:25])=[O:22])[C:15]1=[O:26].[C:27](Cl)(=[O:34])[C:28]1[CH:33]=[CH:32][CH:31]=[CH:30][CH:29]=1>C(N(CC)CC)C>[C:27]([N:17]1[CH2:18][CH2:19][N:14]([CH2:13][CH2:12][C:6]2[C:5]3[C:9](=[CH:10][CH:11]=[C:3]([O:2][CH3:1])[CH:4]=3)[NH:8][CH:7]=2)[C:15](=[O:26])[CH:16]1[CH2:20][C:21]([O:23][CH2:24][CH3:25])=[O:22])(=[O:34])[C:28]1[CH:33]=[CH:32][CH:31]=[CH:30][CH:29]=1. Reported procedure: Using the procedure of Step D of Example 1, 13.9 g of the product of Step C, 8.2 ml of triethylamine and 4.5 ml of benzoyl chloride were reacted to obtain 18 g of the expected product. Product: [Br-].C(C=C)[NH+]=C(SCC=C(C)C(=O)O)N (N-allyl-S-(3-carboxy-2-butenyl)thiouronium bromide). Reaction SMILES: [CH2:1]([NH:4][C:5]([NH2:7])=[S:6])[CH:2]=[CH2:3].[Br:8][CH2:9]/[CH:10]=[C:11](\[CH3:15])/[C:12]([OH:14])=[O:13]>>[Br-:8].[CH2:1]([NH+:4]=[C:5]([NH2:7])[S:6][CH2:9][CH:10]=[C:11]([C:12]([OH:14])=[O:13])[CH3:15])[CH:2]=[CH2:3] |f:2.3|. Isolated yield 70.0%. Procedure details: Example 1 was repeated with N-allylthiourea and 4-bromo-2-methylcrotonic acid, affording the title compound in a yield of 70%. The reactants are C(C=C)NC(=S)N (N-allylthiourea), BrC/C=C(/C(=O)O)\C (4-bromo-2-methylcrotonic acid). Starting materials: C(#N)C1=CC=C(C=C1)CCCCCC(=O)O (6-(p-cyanophenyl)hexanoic acid), CO (methanol), CCN=C=NCCCN(C)C.Cl (WSC.HCl). The reagents and catalysts are CN(C1=CC=NC=C1)C (4-dimethylaminopyridine). The solvent is C(Cl)Cl (methylene chloride), C(C)(=O)OCC (ethyl acetate). Reaction conditions: time 30 minute. Product: COC(CCCCCC1=CC=C(C=C1)C#N)=O (6-(p-Cyanophenyl)hexanoic acid methyl ester). The yield is 56.4%. As a reaction SMILES: [C:1]([C:3]1[CH:8]=[CH:7][C:6]([CH2:9][CH2:10][CH2:11][CH2:12][CH2:13][C:14]([OH:16])=[O:15])=[CH:5][CH:4]=1)#[N:2].CO.[CH3:19]CN=C=NCCCN(C)C.Cl>C(Cl)Cl.CN(C)C1C=CN=CC=1.C(OCC)(=O)C>[CH3:19][O:15][C:14](=[O:16])[CH2:13][CH2:12][CH2:11][CH2:10][CH2:9][C:6]1[CH:5]=[CH:4][C:3]([C:1]#[N:2])=[CH:8][CH:7]=1 |f:2.3|. Reported procedure: To a solution of 6-(p-cyanophenyl)hexanoic acid (1.0 g), which is disclosed in J. Med. Chem., 36, 1811 (1993), in methylene chloride (10 ml) are added methanol (0.2 ml), WSC.HCl (883 mg) and 4-dimethylaminopyridine (561 mg), and the mixture is stirred at room temperature for 30 minutes. The mixture is diluted with ethyl acetate, and washed with 1N hydrochloric acid and a saturated aqueous sodium hydrogen carbonate solution, and purified by silica gel column chromatography (n-hexane/ethyl acetate... Reactants: CC1=C(C=CC(=N1)N1CCOCC1)[N+](=O)[O-] (4-(6-methyl-5-nitro-2-pyridinyl)morpholine), [Cl-].[NH4+] (ammonium chloride). Reagents/catalysts: [Fe] (iron). Run in C(C)O (ethanol), O (water). The product is CC1=NC(=CC=C1N)N1CCOCC1 (2-methyl-6-(4-morpholinyl)-3-pyridinamine). The yield is 39.5%. RXN SMILES: [CH3:1][C:2]1[N:7]=[C:6]([N:8]2[CH2:13][CH2:12][O:11][CH2:10][CH2:9]2)[CH:5]=[CH:4][C:3]=1[N+:14]([O-])=O.[Cl-].[NH4+]>C(O)C.O.[Fe]>[CH3:1][C:2]1[C:3]([NH2:14])=[CH:4][CH:5]=[C:6]([N:8]2[CH2:13][CH2:12][O:11][CH2:10][CH2:9]2)[N:7]=1 |f:1.2|. Procedure details: A suspension of 4-(6-methyl-5-nitro-2-pyridinyl)morpholine (500 mg, 2.240 mmol), iron powder (375 mg, 6.72 mmol) and ammonium chloride (60 mg, 1.120 mmol) in ethanol (15 mL) and water (5 mL) was heated at reflux for 2 hours. The reaction mixture was filtered through a pad of celite and the pad washed with further ethyl acetate. The combined filtrate and washings were separated between ethyl acetate and saturated sodium bicarbonate and the organic phase was washed with water then brine. The organ... Starting materials: CS(=O)(=O)N (methanesulfonamide), C1(CC1)S(=O)(=O)N (cyclopropanesulfonamide), C(#N)C1(C2CC3CC(CC1C3)C2)COC2=CC(=C(C(=O)O)C=C2C2CC2)F (4-((2-cyanoadamantan-2-yl)methoxy)-5-cyclopropyl-2-fluorobenzoic acid), C1(CC1)C=1C(=CC(=C(C(=O)O)C1)F)OCC12CCCCC2C1(F)F (5-cyclopropyl-4-(((1SR,6RS)-7,7-difluorobicyclo-[4.1.0]heptan-1-yl)methoxy)-2-fluorobenzoic acid). Reaction SMILES: C(C1(COC2C(C3CC3)=CC(C(O)=O)=C(F)C=2)C2CC3CC(CC1C3)C2)#N.[CH:28]1([C:31]2[C:32]([O:41][CH2:42][C:43]34[C:49]([F:51])([F:50])[CH:48]3[CH2:47][CH2:46][CH2:45][CH2:44]4)=[CH:33][C:34]([F:40])=[C:35]([CH:39]=2)[C:36]([OH:38])=O)[CH2:30][CH2:29]1.CS(N)(=O)=O.[CH:57]1([S:60]([NH2:63])(=[O:62])=[O:61])[CH2:59][CH2:58]1>>[CH:28]1([C:31]2[C:32]([O:41][CH2:42][C:43]34[C:49]([F:51])([F:50])[CH:48]3[CH2:47][CH2:46][CH2:45][CH2:44]4)=[CH:33][C:34]([F:40])=[C:35]([CH:39]=2)[C:36]([NH:63][S:60]([CH:57]2[CH2:59][CH2:58]2)(=[O:62])=[O:61])=[O:38])[CH2:30][CH2:29]1. The yield is 87.0%. Yields the product C1(CC1)C=1C(=CC(=C(C(=O)NS(=O)(=O)C2CC2)C1)F)OCC12CCCCC2C1(F)F (5-cyclopropyl-N-(cyclopropylsulfonyl)-4-(((1SR,6RS)-7,7-difluorobicyclo[4.1.0]heptan-1-yl)methoxy)-2-fluorobenzamide), gum. Procedure details: Following the procedure as described in Example 332 Step 7 and making non-critical variations to replace 4-((2-cyanoadamantan-2-yl)methoxy)-5-cyclopropyl-2-fluorobenzoic acid with 5-cyclopropyl-4-(((1SR,6RS)-7,7-difluorobicyclo-[4.1.0]heptan-1-yl)methoxy)-2-fluorobenzoic acid and to replace methanesulfonamide with cyclopropanesulfonamide, the title compound was obtained as a white gum (0.053 g, 87%): 1H NMR (300 MHz, CDCl3) δ8.68 (d, J=14.5 Hz, 1H), 7.63 (d, J=9.1 Hz, 1H), 6.53 (d, J=14.1 Hz, 1H...